From a dataset of the Open Reaction Database (ORD), a public repository of structured organic reaction records. describe an organic reaction: reactants, conditions, products, and yield Reactants: COC(C(CC(C)C)C=1C=C(C=C(C1)OS(=O)(=O)C(F)(F)F)C1=CC(=CC(=C1)C(F)(F)F)C(F)(F)F)=O (4-methyl-2-(5-trifluoromethanesulfonyloxy-3′,5′-bis-trifluoromethyl-biphenyl-3-yl)-pentanoic acid methyl ester), FC(C=1C=C(N)C=C(C1)C(F)(F)F)(F)F (3,5-bis-trifluoromethyl-aniline). Product: COC(C(CC(C)C)C=1C=C(C=C(C1)NC1=CC(=CC(=C1)C(F)(F)F)C(F)(F)F)C1=CC(=CC(=C1)C(F)(F)F)C(F)(F)F)=O (2-[5-(3,5-Bis-trifluoromethyl-phenylamino)-3′,5′-bis-trifluoromethyl-biphenyl-3-yl]-4-methyl-pentanoic acid methyl ester). Isolated yield 47.0%. Reaction SMILES: [CH3:1][O:2][C:3](=[O:37])[CH:4]([C:9]1[CH:10]=[C:11]([C:23]2[CH:28]=[C:27]([C:29]([F:32])([F:31])[F:30])[CH:26]=[C:25]([C:33]([F:36])([F:35])[F:34])[CH:24]=2)[CH:12]=[C:13](OS(C(F)(F)F)(=O)=O)[CH:14]=1)[CH2:5][CH:6]([CH3:8])[CH3:7].[F:38][C:39]([F:52])([F:51])[C:40]1[CH:41]=[C:42]([CH:44]=[C:45]([C:47]([F:50])([F:49])[F:48])[CH:46]=1)[NH2:43]>>[CH3:1][O:2][C:3](=[O:37])[CH:4]([C:9]1[CH:10]=[C:11]([C:23]2[CH:28]=[C:27]([C:29]([F:30])([F:32])[F:31])[CH:26]=[C:25]([C:33]([F:34])([F:35])[F:36])[CH:24]=2)[CH:12]=[C:13]([NH:43][C:42]2[CH:44]=[C:45]([C:47]([F:48])([F:49])[F:50])[CH:46]=[C:40]([C:39]([F:38])([F:51])[F:52])[CH:41]=2)[CH:14]=1)[CH2:5][CH:6]([CH3:7])[CH3:8]. Procedure: The title compound was prepared in 47% yield from 4-methyl-2-(5-trifluoromethanesulfonyloxy-3′,5′-bis-trifluoromethyl-biphenyl-3-yl)-pentanoic acid methyl ester and 3,5-bis-trifluoromethyl-aniline under the conditions described in Example 37, step (b). The reactants are CC1=C(C(=C(C(=C1Cl)Cl)Cl)Cl)C (dimethyltetrachlorobenzene), CC=1C=CC(=CC1)C (p-xylene), ClCl (chlorine), FeCl3, ClCl (chlorine), C(Cl)(Cl)(Cl)Cl (CCl4). Reagents/catalysts: [Hg] (mercury). Reaction conditions: time 30 minute. The product is CC1=C(C(=C(C(=C1Cl)Cl)CCl)Cl)Cl (1-methyl-4-chloromethyl-2,3,5,6-tetrachlorobenzene). The yield is 66.7%. RXN SMILES: CC1C=CC(C)=CC=1.[Cl:9]Cl.C[C:12]1[C:17]([Cl:18])=[C:16](Cl)[C:15]([Cl:20])=[C:14]([Cl:21])[C:13]=1[CH3:22].[C:23](Cl)(Cl)(Cl)[Cl:24]>[Hg]>[CH3:22][C:13]1[C:12]([Cl:9])=[C:17]([Cl:18])[C:16]([CH2:23][Cl:24])=[C:15]([Cl:20])[C:14]=1[Cl:21]. Procedure details: 530 g of p-xylene in 5 liters of CCl4 were chlorinated in the nucleus in the presence of 10 g of FeCl3 by passing chlorine over the reaction solution while stirring the latter, at a pressure of 0.06 atmospheres excess pressure, with the exclusion of light. The first half of the amount of chlorine calculated for dimethyltetrachlorobenzene was introduced into the gas chamber of the reaction vessel while the liquid phase was at a temperature of 20° C, the remainder at 40° C. The reaction time was 3... Reactants: C1(=CC=CC=C1)CCCO (3-phenyl propanol), [Li+].[Cl-] (LiCl), ortho-methylcarboxyphenyl sulfonates, [Li+].[Cl-] (LiCl), glycol, tosylates, sulfonate esters, sulfonates. The product is C1(=CC=CC=C1)CCCCl (3-phenylpropyl chloride). The yield is 98.0%. RXN SMILES: [Li+].[Cl-:2].[C:3]1([CH2:9][CH2:10][CH2:11]O)[CH:8]=[CH:7][CH:6]=[CH:5][CH:4]=1>>[C:3]1([CH2:9][CH2:10][CH2:11][Cl:2])[CH:8]=[CH:7][CH:6]=[CH:5][CH:4]=1 |f:0.1|. Reported procedure: The rates of reaction of LiCl with glycol-containing sulfonate esters 2 were compared with their corresponding ortho-methylcarboxyphenyl sulfonates 3 and tosylates 4 (Table 1). In each case, substrates 2 reacted significantly faster than sulfonates 3. For example, the NALG derivative of 3-phenyl propanol (2a) reacted with LiCl to give 3-phenylpropyl chloride in 0.5 h and in 98% yield which was over 8 times faster than the reaction with the electronically similar 3a (Table 1, entries 1 and 2). Co... As a reaction SMILES: [Br:1][c:2]1[cH:3][n:4][c:5]2[n:6]1[cH:7][cH:8][nH:9][c:10]2=[O:11].[CH3:17][N:18]([CH3:19])[CH:20]=[O:21].[H-:12].[I:14][CH2:15][CH3:16].[Na+:13].[OH2:22]>>[Br:1][c:2]1[cH:3][n:4][c:5]2[n:6]1[cH:7][cH:8][n:9]([CH2:15][CH3:16])[c:10]2=[O:11]. The product is CCn1ccn2c(Br)cnc2c1=O. Reactants: O=c1[nH]ccn2c(Br)cnc12, CN(C)C=O, [H-], CCI, [Na+], O. The reactants are ClC=1C=NC(=C(C(=O)O)C1)C (5-Chloro-2-methyl-nicotinic acid), C(Cl)Cl (DCM), C(C(=O)Cl)(=O)Cl (oxalyl chloride). The solvent is CN(C)C=O (DMF). Run at time 1 hour. The product is ClC=1C=NC(=C(C(=O)Cl)C1)C (5-Chloro-2-methylnicotinoyl chloride). As a reaction SMILES: [Cl:1][C:2]1[CH:3]=[N:4][C:5]([CH3:11])=[C:6]([CH:10]=1)[C:7](O)=[O:8].C(Cl)[Cl:13].C(Cl)(=O)C(Cl)=O>CN(C=O)C>[Cl:1][C:2]1[CH:3]=[N:4][C:5]([CH3:11])=[C:6]([CH:10]=1)[C:7]([Cl:13])=[O:8]. Reported procedure: 5-Chloro-2-methyl-nicotinic acid (4.15 g, 24.2 mmol) was placed in a flask with DCM (100 ml) and oxalyl chloride (3.68 g, 29 mmol). DMF (200 μl) was added and the reaction mixture was stirred at RT for 1 hour (gas evolution). The mixture was filtered and the solvent was removed in vacuo to afford the title product which was used without further purification. Reactants: N,N'-carbonyldiimidazole, CS(=O)(=O)C1=CC=C(C(=O)O)C=C1 (p-methylsulfonylbenzoic acid), ClC1=C(C(=CC=C1)Cl)N=C1NCCN1 (2-(2,6-dichlorophenylimino)-imidazolidine). Solvent: O1CCCC1 (tetrahydrofuran), O1CCCC1 (tetrahydrofuran). Conditions: time 1 hour. Yields the product CS(=O)(=O)C1=CC=C(C(=O)N2C(NCC2)=NC2=C(C=CC=C2Cl)Cl)C=C1 (1-(p-methylsulfonylbenzoyl)-2-(2,6-dichlorophenylimino)-imidazolidine). Isolated yield 62.5%. Reaction SMILES: [CH3:1][S:2]([C:5]1[CH:13]=[CH:12][C:8]([C:9]([OH:11])=O)=[CH:7][CH:6]=1)(=[O:4])=[O:3].[Cl:14][C:15]1[CH:20]=[CH:19][CH:18]=[C:17]([Cl:21])[C:16]=1[N:22]=[C:23]1[NH:27][CH2:26][CH2:25][NH:24]1>O1CCCC1>[CH3:1][S:2]([C:5]1[CH:6]=[CH:7][C:8]([C:9]([N:24]2[CH2:25][CH2:26][NH:27][C:23]2=[N:22][C:16]2[C:17]([Cl:21])=[CH:18][CH:19]=[CH:20][C:15]=2[Cl:14])=[O:11])=[CH:12][CH:13]=1)(=[O:3])=[O:4]. Reported procedure: 4.40 g (22 mmoles) of p-methylsulfonylbenzoic acid are dissolved in 70 ml of anhydrous tetrahydrofuran, 3.56 g (22 mmoles) of N,N'-carbonyldiimidazole are added and stirred at room temperature for one hour. A solution of 4.60 g (20 mmoles) of 2-(2,6-dichlorophenylimino)-imidazolidine in 50 ml of anhydrous tetrahydrofuran is added dropwise while stirring further and the mixture is allowed to stand at room temperature for 20 hours. The residue from evaporation is triturated with water, separated o... Starting materials: CCOC(=O)c1cnc(N2CCC(NC(=O)c3ncc[nH]3)C(OCc3ccccc3)C2)s1, CO, ClCCl, [Li+], [OH-]. Yields the product O=C(NC1CCN(c2ncc(C(=O)O)s2)CC1OCc1ccccc1)c1ncc[nH]1. RXN SMILES: [CH2:1]([c:2]1[cH:3][cH:4][cH:5][cH:6][cH:7]1)[O:8][CH:9]1[CH2:10][N:11]([c:23]2[s:24][c:25]([C:28](=[O:29])[O:30][CH2:31][CH3:32])[cH:26][n:27]2)[CH2:12][CH2:13][CH:14]1[NH:15][C:16](=[O:17])[c:18]1[nH:19][cH:20][cH:21][n:22]1.[CH3:35][OH:36].[Cl:37][CH2:38][Cl:39].[Li+:33].[OH-:34]>>[CH2:1]([c:2]1[cH:3][cH:4][cH:5][cH:6][cH:7]1)[O:8][CH:9]1[CH2:10][N:11]([c:23]2[s:24][c:25]([C:28](=[O:29])[OH:30])[cH:26][n:27]2)[CH2:12][CH2:13][CH:14]1[NH:15][C:16](=[O:17])[c:18]1[n:19][cH:20][cH:21][nH:22]1.